From a dataset of the Open Reaction Database (ORD), a public repository of structured organic reaction records. describe an organic reaction: reactants, conditions, products, and yield The reactants are CCI, [H-], [Na+], CN(C)C=O, Oc1ccc2cc[nH]c2c1. The product is CCOc1ccc2cc[nH]c2c1. Reaction SMILES: [CH2:13]([CH3:14])[I:15].[H-:1].[Na+:2].[O:16]=[CH:17][N:18]([CH3:19])[CH3:20].[OH:3][c:4]1[cH:5][cH:6][c:7]2[cH:8][cH:9][nH:10][c:11]2[cH:12]1>>[O:3]([c:4]1[cH:5][cH:6][c:7]2[cH:8][cH:9][nH:10][c:11]2[cH:12]1)[CH2:13][CH3:14]. Reactants: OCC1=C(C(OC)C2=CC(=NO2)C)C=CC=C1 (5-(2-hydroxymethyl-α-methoxybenzyl)-3-methylisoxazole), O1CCCC1 (tetrahydrofuran), ClC1=NC=C(C=C1Cl)C(F)(F)F (2,3-dichloro-5-trifluoromethylpyridine), [H-].[Na+] (sodium hydride). The solvent is CCOCC (ether). Conditions: time 2 hour. The product is ClC=1C(=NC=C(C1)C(F)(F)F)OCC1=C(C(OC)C2=CC(=NO2)C)C=CC=C1 (5-[2-(3-chloro-5-trifluoromethyl-2-pyridyloxymethyl)-α-methoxybenzyl]-3-methylisoxazole). Yield: 86.1%. RXN SMILES: [OH:1][CH2:2][C:3]1[CH:17]=[CH:16][CH:15]=[CH:14][C:4]=1[CH:5]([C:8]1[O:12][N:11]=[C:10]([CH3:13])[CH:9]=1)[O:6][CH3:7].O1CCCC1.Cl[C:24]1[C:29]([Cl:30])=[CH:28][C:27]([C:31]([F:34])([F:33])[F:32])=[CH:26][N:25]=1.[H-].[Na+]>CCOCC>[Cl:30][C:29]1[C:24]([O:1][CH2:2][C:3]2[CH:17]=[CH:16][CH:15]=[CH:14][C:4]=2[CH:5]([C:8]2[O:12][N:11]=[C:10]([CH3:13])[CH:9]=2)[O:6][CH3:7])=[N:25][CH:26]=[C:27]([C:31]([F:33])([F:32])[F:34])[CH:28]=1 |f:3.4|. Procedure: To a mixture of 0.21 g (0.9 mmol) of 5-(2-hydroxymethyl-α-methoxybenzyl)-3-methylisoxazole, 3 ml of tetrahydrofuran and 0.29 g (1.35 mmol) of 2,3-dichloro-5-trifluoromethylpyridine was added 0.05 g (1.3 mmol) of 60% sodium hydride under ice-cooling and stirred at room temperature for 2 hours. After completion of the reaction, 100 ml of ether was added and washed with 80 ml of brine. The ether layer was dried over anhydrous magnesium and concentrated under reduced pressure. The residue was purifi... The reactants are Cc1cc(CC(=O)OC(C)(C)C)cnc1N1CCN(c2cc(-c3ccc(F)cc3)nc(N3CCCC3C)n2)C(C)C1, ClCCl, O=C(O)C(F)(F)F. The product is Cc1cc(CC(=O)O)cnc1N1CCN(c2cc(-c3ccc(F)cc3)nc(N3CCCC3C)n2)C(C)C1. As a reaction SMILES: [C:1]([CH3:2])([CH3:3])([CH3:4])[O:5][C:6]([CH2:7][c:8]1[cH:9][n:10][c:11]([N:15]2[CH2:16][CH:17]([CH3:40])[N:18]([c:21]3[n:22][c:23]([N:34]4[CH:35]([CH3:39])[CH2:36][CH2:37][CH2:38]4)[n:24][c:25](-[c:27]4[cH:28][cH:29][c:30]([F:33])[cH:31][cH:32]4)[cH:26]3)[CH2:19][CH2:20]2)[c:12]([CH3:14])[cH:13]1)=[O:41].[Cl:49][CH2:50][Cl:51].[F:42][C:43]([F:44])([F:45])[C:46]([OH:47])=[O:48]>>[O:5]=[C:6]([CH2:7][c:8]1[cH:9][n:10][c:11]([N:15]2[CH2:16][CH:17]([CH3:40])[N:18]([c:21]3[n:22][c:23]([N:34]4[CH:35]([CH3:39])[CH2:36][CH2:37][CH2:38]4)[n:24][c:25](-[c:27]4[cH:28][cH:29][c:30]([F:33])[cH:31][cH:32]4)[cH:26]3)[CH2:19][CH2:20]2)[c:12]([CH3:14])[cH:13]1)[OH:41]. Reactants: C(C1=CC=CC=C1)(=O)C1=C(C(=O)O)C=CC(=C1)[N+](=O)[O-] (2-benzoyl-4-nitrobenzoic acid), C(CN)N (ethylenediamine). Product: [N+](=O)([O-])C1=CC=C2C(N3C(C2=C1)(NCC3)C3=CC=CC=C3)=O (8-nitro-9b-phenyl-1,2,3,9b-tetrahydro-5H-imidazo[2,1-a]isoindol-5-one). RXN SMILES: [C:1]([C:9]1[CH:17]=[C:16]([N+:18]([O-:20])=[O:19])[CH:15]=[CH:14][C:10]=1[C:11]([OH:13])=O)(=O)[C:2]1[CH:7]=[CH:6][CH:5]=[CH:4][CH:3]=1.[CH2:21]([NH2:24])[CH2:22][NH2:23]>>[N+:18]([C:16]1[CH:17]=[C:9]2[C:10]([C:11](=[O:13])[N:23]3[CH2:22][CH2:21][NH:24][C:1]32[C:2]2[CH:3]=[CH:4][CH:5]=[CH:6][CH:7]=2)=[CH:14][CH:15]=1)([O-:20])=[O:19]. Procedure details: Condense 2-benzoyl-4-nitrobenzoic acid with ethylenediamine by the procedure of Example 1 to obtain 8-nitro-9b-phenyl-1,2,3,9b-tetrahydro-5H-imidazo[2,1-a]isoindol-5-one, m.p. 203° C. The reactants are FC1=CC=C(C=C1)C1CCC(N1S(=O)(=O)C1=CC=C(C=C1)C)CC(=N)NO ((2RS,5SR)-2-[5-(4-fluoro-phenyl)-1-(toluene-4-sulfonyl)-pyrrolidin-2-yl]-N-hydroxy-acetamidine), C(C)(=O)O (acetic acid). The product is FC1=CC=C(C=C1)C1CCC(N1S(=O)(=O)C1=CC=C(C=C1)C)CC1=NOC(=N1)C ((2RS,5SR)-3-[5-(4-Fluoro-phenyl)-1-(toluene-4-sulfonyl)-pyrrolidin-2-yl-methyl]-5-methyl-[1,2,4]oxadiazole). As a reaction SMILES: [F:1][C:2]1[CH:7]=[CH:6][C:5]([CH:8]2[N:12]([S:13]([C:16]3[CH:21]=[CH:20][C:19]([CH3:22])=[CH:18][CH:17]=3)(=[O:15])=[O:14])[CH:11]([CH2:23][C:24]([NH:26][OH:27])=[NH:25])[CH2:10][CH2:9]2)=[CH:4][CH:3]=1.[C:28](O)(=O)[CH3:29]>>[F:1][C:2]1[CH:7]=[CH:6][C:5]([CH:8]2[N:12]([S:13]([C:16]3[CH:21]=[CH:20][C:19]([CH3:22])=[CH:18][CH:17]=3)(=[O:14])=[O:15])[CH:11]([CH2:23][C:24]3[N:25]=[C:28]([CH3:29])[O:27][N:26]=3)[CH2:10][CH2:9]2)=[CH:4][CH:3]=1. Reported procedure: The title compound, pale yellow oil, MS: m/e=416.3 (M+H+) was prepared in accordance with the general method of example 13 from (2RS,5SR)-2-[5-(4-fluoro-phenyl)-1-(toluene-4-sulfonyl)-pyrrolidin-2-yl]-N-hydroxy-acetamidine and acetic acid. Starting materials: NC1=C(C=CC(=C1)Cl)S (2-amino-4-chloro-benzenethiol), C(C)OC(C(=O)OCC)(OCC)OCC (ethyl triethoxyacetate). Reaction conditions: temperature 110 celsius, time 8 hour. Yields the product C(C)OC(=O)C=1SC2=C(N1)C=C(C=C2)Cl (5-chloro-benzothiazole-2-carboxylic acid ethyl ester). RXN SMILES: [NH2:1][C:2]1[CH:7]=[C:6]([Cl:8])[CH:5]=[CH:4][C:3]=1[SH:9].[CH2:10]([O:12][C:13](OCC)([O:19]CC)[C:14](OCC)=O)[CH3:11]>>[CH2:10]([O:12][C:13]([C:14]1[S:9][C:3]2[CH:4]=[CH:5][C:6]([Cl:8])=[CH:7][C:2]=2[N:1]=1)=[O:19])[CH3:11]. Procedure: To 2-amino-4-chloro-benzenethiol (1 g) was added ethyl triethoxyacetate (3 eq). The mixture was stirred at 110° C. overnight. The reaction mixture was cooled and triturated with hexane. Filtration gave 392 mg of 5-chloro-benzothiazole-2-carboxylic acid ethyl ester as a white solid. Starting materials: IC=1C=C2N=CC=NC2=CC1 (6-iodo-quinoxaline), C(C)OC(CC(=O)OCC)=O (malonic acid diethyl ester), C=1(C(=CC=CC1)O)C1=CC=CC=C1 (biphenyl-2-ol), C([O-])([O-])=O.[Cs+].[Cs+] (cesium carbonate). The reagents and catalysts are [Cu](I)I (copper iodide). Run in C1CCOC1 (THF), O (water). Product: C(C)OC(C(C(=O)OCC)C=1C=C2N=CC=NC2=CC1)=O (2-quinoxalin-6-yl-malonic acid diethyl ester). Reaction SMILES: I[C:2]1[CH:3]=[C:4]2[C:9](=[CH:10][CH:11]=1)[N:8]=[CH:7][CH:6]=[N:5]2.[CH2:12]([O:14][C:15](=[O:22])[CH2:16][C:17]([O:19][CH2:20][CH3:21])=[O:18])[CH3:13].C1(C2C=CC=CC=2)C(O)=CC=CC=1.C(=O)([O-])[O-].[Cs+].[Cs+]>C1COCC1.[Cu](I)I.O>[CH2:12]([O:14][C:15](=[O:22])[CH:16]([C:2]1[CH:3]=[C:4]2[C:9](=[CH:10][CH:11]=1)[N:8]=[CH:7][CH:6]=[N:5]2)[C:17]([O:19][CH2:20][CH3:21])=[O:18])[CH3:13] |f:3.4.5|. Procedure details: A solution of 6-iodo-quinoxaline (0.323 g, 1.26 mmol), malonic acid diethyl ester (0.404 g, 2.52 mmol), copper iodide (0.012 g, 0.063 mmol), biphenyl-2-ol (0.021 g, 0.126 mmol) and cesium carbonate (0.616 g, 1.89 mmol) in THF (5 mL) was heated to 70° C. in a sealed tube for 24 hours. The solution was then cooled to room temperature, water was added and the crude product was extracted from ethyl acetate. The product was purified via silica gel column chromatography in hexane:ethyl acetate (1:1) t... Reactants: CC(C)(C)OC(=O)C=Cc1ccn(S(=O)(=O)c2ccc(I)cc2)c1, ClCCl, O=C(O)C(F)(F)F. Product: O=C(O)C=Cc1ccn(S(=O)(=O)c2ccc(I)cc2)c1. RXN SMILES: [C:1]([CH3:2])([CH3:3])([CH3:4])[O:5][C:6]([CH:7]=[CH:8][c:9]1[cH:10][n:11]([S:14](=[O:15])(=[O:16])[c:17]2[cH:18][cH:19][c:20]([I:23])[cH:21][cH:22]2)[cH:12][cH:13]1)=[O:24].[Cl:25][CH2:26][Cl:27].[F:28][C:29]([F:30])([F:31])[C:32]([OH:33])=[O:34]>>[O:5]=[C:6]([CH:7]=[CH:8][c:9]1[cH:10][n:11]([S:14](=[O:15])(=[O:16])[c:17]2[cH:18][cH:19][c:20]([I:23])[cH:21][cH:22]2)[cH:12][cH:13]1)[OH:24].